Dataset: the Open Reaction Database (ORD), a public repository of structured organic reaction records. Task: describe an organic reaction: reactants, conditions, products, and yield Reactants: CC(=O)OCc1cccc([N+](=O)[O-])c1Br, C1COCCN1, CO, O=[Pt]. The product is CC(=O)OCc1cccc(N)c1Br. As a reaction SMILES: [C:1]([CH3:2])(=[O:3])[O:4][CH2:5][c:6]1[c:7]([Br:15])[c:8]([N+:12]([O-:13])=[O:14])[cH:9][cH:10][cH:11]1.[CH2:16]1[NH:17][CH2:18][CH2:19][O:20][CH2:21]1.[CH3:22][OH:23].[Pt:24]=[O:25]>>[C:1]([CH3:2])(=[O:3])[O:4][CH2:5][c:6]1[c:7]([Br:15])[c:8]([NH2:12])[cH:9][cH:10][cH:11]1.